Task: describe an organic reaction: reactants, conditions, products, and yield. Dataset: the Open Reaction Database (ORD), a public repository of structured organic reaction records Reactants: O=C([O-])[O-], Cc1cc(-n2ccc(O)cc2=O)sc1C(=O)NCc1ccccc1, Cc1ccc(S(=O)(=O)OCCC2CC2)cc1, CN(C)C=O, [K+], [K+]. Yields the product Cc1cc(-n2ccc(OCCC3CC3)cc2=O)sc1C(=O)NCc1ccccc1. As a reaction SMILES: [C:25](=[O:26])([O-:27])[O-:28].[CH2:1]([c:2]1[cH:3][cH:4][cH:5][cH:6][cH:7]1)[NH:8][C:9](=[O:10])[c:11]1[s:12][c:13](-[n:17]2[c:18](=[O:24])[cH:19][c:20]([OH:23])[cH:21][cH:22]2)[cH:14][c:15]1[CH3:16].[CH3:31][c:32]1[cH:33][cH:34][c:35]([S:36]([O:37][CH2:42][CH2:43][CH:44]2[CH2:45][CH2:46]2)(=[O:38])=[O:39])[cH:40][cH:41]1.[CH3:47][N:48]([CH3:49])[CH:50]=[O:51].[K+:29].[K+:30]>>[CH2:1]([c:2]1[cH:3][cH:4][cH:5][cH:6][cH:7]1)[NH:8][C:9](=[O:10])[c:11]1[s:12][c:13](-[n:17]2[c:18](=[O:24])[cH:19][c:20]([O:23][CH2:42][CH2:43][CH:44]3[CH2:45][CH2:46]3)[cH:21][cH:22]2)[cH:14][c:15]1[CH3:16]. The reactants are CCCC(=O)Cl, ClCCl, CC1(C)CC(=O)CC(=O)C1, c1ccncc1. Product: CCCC(=O)OC1=CC(=O)CC(C)(C)C1. Reaction SMILES: [C:17]([CH2:18][CH2:19][CH3:20])(=[O:21])[Cl:22].[CH2:23]([Cl:24])[Cl:25].[CH3:1][C:2]1([CH3:10])[CH2:3][C:4](=[O:9])[CH2:5][C:6](=[O:8])[CH2:7]1.[cH:11]1[cH:12][cH:13][n:14][cH:15][cH:16]1>>[CH3:1][C:2]1([CH3:10])[CH2:3][C:4](=[O:9])[CH:5]=[C:6]([O:8][C:17]([CH2:18][CH2:19][CH3:20])=[O:21])[CH2:7]1. Reactants: CC(C)OC(=O)/N=N/C(=O)OC(C)C (DIAD), COC([C@H](CC1=CC=C(C=C1)C1=C(C(=NC=C1)C)C)NC(=O)[C@H]1N(CC=2C=C3C(=CC2C1)OC[C@@H](O3)C3=CC=C(C=C3)O)C(C3=CC=CC=C3)=O)=O ((S)-2-{[(3S,8S)-7-Benzoyl-3-(4-hydroxy-phenyl)-2,3,6,7,8,9-hexahydro-[1,4]dioxino[2,3-g]isoquinoline-8-carbonyl]-amino}-3-[4-(2,3-dimethyl-pyridin-4-yl)-phenyl]-propionic acid methyl ester), CC(CCO)(C)C (3,3-Dimethyl-butan-1-ol), C1(=CC=CC=C1)P(C1=CC=CC=C1)C1=CC=CC=C1 (triphenyl phosphine). Run in C(Cl)Cl (DCM). Reaction conditions: time 16 hour. The product is C(C1=CC=CC=C1)(=O)N1CC=2C=C3C(=CC2C[C@H]1C(=O)N[C@H](C(=O)O)CC1=CC=C(C=C1)C1=C(C(=NC=C1)C)C)OC[C@@H](O3)C3=CC=C(C=C3)OCCC(C)(C)C ((S)-2-({(3S,8S)-7-Benzoyl-3-[4-(3,3-dimethyl-butoxy)-phenyl]-2,3,6,7,8,9-hexahydro-[1,4]dioxino[2,3-g]isoquinoline-8-carbonyl}-amino)-3-[4-(2,3-dimethyl-pyridin-4-yl)-phenyl]-propionic acid). Reaction SMILES: C[O:2][C:3](=[O:52])[C@@H:4]([NH:20][C:21]([C@@H:23]1[CH2:32][C:31]2[CH:30]=[C:29]3[O:33][CH2:34][C@H:35]([C:37]4[CH:42]=[CH:41][C:40](O)=[CH:39][CH:38]=4)[O:36][C:28]3=[CH:27][C:26]=2[CH2:25][N:24]1[C:44](=[O:51])[C:45]1[CH:50]=[CH:49][CH:48]=[CH:47][CH:46]=1)=[O:22])[CH2:5][C:6]1[CH:11]=[CH:10][C:9]([C:12]2[CH:17]=[CH:16][N:15]=[C:14]([CH3:18])[C:13]=2[CH3:19])=[CH:8][CH:7]=1.C1(P(C2C=CC=CC=2)C2C=CC=CC=2)C=CC=CC=1.[CH3:72][C:73]([CH3:78])([CH3:77])[CH2:74][CH2:75][OH:76].CC(OC(/N=N/C(OC(C)C)=O)=O)C>C(Cl)Cl>[C:44]([N:24]1[C@H:23]([C:21]([NH:20][C@@H:4]([CH2:5][C:6]2[CH:11]=[CH:10][C:9]([C:12]3[CH:17]=[CH:16][N:15]=[C:14]([CH3:18])[C:13]=3[CH3:19])=[CH:8][CH:7]=2)[C:3]([OH:52])=[O:2])=[O:22])[CH2:32][C:31]2[CH:30]=[C:29]3[O:33][CH2:34][C@H:35]([C:37]4[CH:42]=[CH:41][C:40]([O:76][CH2:75][CH2:74][C:73]([CH3:78])([CH3:77])[CH3:72])=[CH:39][CH:38]=4)[O:36][C:28]3=[CH:27][C:26]=2[CH2:25]1)(=[O:51])[C:45]1[CH:50]=[CH:49][CH:48]=[CH:47][CH:46]=1. Procedure details: (S)-2-{[(3S,8S)-7-Benzoyl-3-(4-hydroxy-phenyl)-2,3,6,7,8,9-hexahydro-[1,4]dioxino[2,3-g]isoquinoline-8-carbonyl]-amino}-3-[4-(2,3-dimethyl-pyridin-4-yl)-phenyl]-propionic acid methyl ester (18 mg) was dissolved in DCM, triphenyl phosphine (5.9 eq.). 3,3-Dimethyl-butan-1-ol (excess) added and mixture cooled on ice. DIAD (5.1 eq.) was added and the reaction mixture stirred on ice for 10 minutes and rt for 16 hours. The reaction mixture was directly purified over silica (DCM-EtOAc 8:2 to DCM-EtOAc ...